Dataset: the Open Reaction Database (ORD), a public repository of structured organic reaction records. Task: describe an organic reaction: reactants, conditions, products, and yield Starting materials: COc1ccc(-c2nc(S)[nH]c2-c2ccc(OC)cc2)cc1, CN(C)C=O, Cl, [Cu], Nc1ccc(C(F)(F)F)cc1, [H-], [H][H], O=N[O-], [Na+], [Na+]. Yields the product COc1ccc(-c2nc(Sc3ccc(C(F)(F)F)cc3)[nH]c2-c2ccc(OC)cc2)cc1. Reaction SMILES: [CH3:1][O:2][c:3]1[cH:4][cH:5][c:6](-[c:9]2[n:10][c:11]([SH:22])[nH:12][c:13]2-[c:14]2[cH:15][cH:16][c:17]([O:20][CH3:21])[cH:18][cH:19]2)[cH:7][cH:8]1.[CH3:43][N:44]([CH3:45])[CH:46]=[O:47].[ClH:42].[Cu:48].[F:27][C:28]([c:29]1[cH:30][cH:31][c:32]([NH2:33])[cH:34][cH:35]1)([F:36])[F:37].[H-:23].[H:25][H:26].[N:38]([O-:39])=[O:40].[Na+:24].[Na+:41]>>[CH3:1][O:2][c:3]1[cH:4][cH:5][c:6](-[c:9]2[nH:10][c:11]([S:22][c:32]3[cH:31][cH:30][c:29]([C:28]([F:27])([F:36])[F:37])[cH:35][cH:34]3)[n:12][c:13]2-[c:14]2[cH:15][cH:16][c:17]([O:20][CH3:21])[cH:18][cH:19]2)[cH:7][cH:8]1. Reactants: C1CCOC1, CCOCC, O=C1CCc2ccc(C=CCCCN3CCN(c4ccc(F)cc4Cl)CC3)nc2N1. The product is O=C1CCc2ccc(CCCCCN3CCN(c4ccc(F)cc4Cl)CC3)nc2N1. As a reaction SMILES: [CH2:36]1[O:37][CH2:38][CH2:39][CH2:40]1.[CH3:31][CH2:32][O:33][CH2:34][CH3:35].[Cl:1][c:2]1[c:3]([N:9]2[CH2:10][CH2:11][N:12]([CH2:15][CH2:16][CH2:17][CH:18]=[CH:19][c:20]3[cH:21][cH:22][c:23]4[c:28]([n:29]3)[NH:27][C:26](=[O:30])[CH2:25][CH2:24]4)[CH2:13][CH2:14]2)[cH:4][cH:5][c:6]([F:8])[cH:7]1>>[Cl:1][c:2]1[c:3]([N:9]2[CH2:10][CH2:11][N:12]([CH2:15][CH2:16][CH2:17][CH2:18][CH2:19][c:20]3[cH:21][cH:22][c:23]4[c:28]([n:29]3)[NH:27][C:26](=[O:30])[CH2:25][CH2:24]4)[CH2:13][CH2:14]2)[cH:4][cH:5][c:6]([F:8])[cH:7]1.